Dataset: the Open Reaction Database (ORD), a public repository of structured organic reaction records. Task: describe an organic reaction: reactants, conditions, products, and yield The reactants are N1C(=NC2=C1C=CC=C2)N2CCC1=CC(=CC=C21)N2C(N(C=1C2=NC=CC1)CC)=O (3-[1-(1H-benzimidazol-2-yl)-2,3-dihydro-1H-indol-5-yl]-1-ethyl-1,3-dihydro-2H-imidazo[4,5-b]pyridin-2-one). Reagents/catalysts: [O-2].[O-2].[Mn+4] (manganese dioxide). Run in C1(=CC=CC=C1)C (toluene). Run at temperature 100 celsius, time 5 hour. Yields the product N1C(=NC2=C1C=CC=C2)N2C=CC1=CC(=CC=C21)N2C(N(C=1C2=NC=CC1)CC)=O (3-[1-(1H-benzimidazol-2-yl)-1H-indol-5-yl]-1-ethyl-1,3-dihydro-2H-imidazo[4,5-b]pyridin-2-one). Isolated yield 28.1%. RXN SMILES: [NH:1]1[C:5]2[CH:6]=[CH:7][CH:8]=[CH:9][C:4]=2[N:3]=[C:2]1[N:10]1[C:18]2[C:13](=[CH:14][C:15]([N:19]3[C:23]4=[N:24][CH:25]=[CH:26][CH:27]=[C:22]4[N:21]([CH2:28][CH3:29])[C:20]3=[O:30])=[CH:16][CH:17]=2)[CH2:12][CH2:11]1>C1(C)C=CC=CC=1.[O-2].[O-2].[Mn+4]>[NH:1]1[C:5]2[CH:6]=[CH:7][CH:8]=[CH:9][C:4]=2[N:3]=[C:2]1[N:10]1[C:18]2[C:13](=[CH:14][C:15]([N:19]3[C:23]4=[N:24][CH:25]=[CH:26][CH:27]=[C:22]4[N:21]([CH2:28][CH3:29])[C:20]3=[O:30])=[CH:16][CH:17]=2)[CH:12]=[CH:11]1 |f:2.3.4|. Reported procedure: A mixture of 3-[1-(1H-benzimidazol-2-yl)-2,3-dihydro-1H-indol-5-yl]-1-ethyl-1,3-dihydro-2H-imidazo[4,5-b]pyridin-2-one (100 mg) and manganese dioxide (439 mg) in toluene (8 mL) was stirred at 100° C. for 5 h, filtered, treated with water and extracted with AcOEt. The organic layer was dried over MgSO4 and concentrated in vacuo. The residue was chromatographed on silica gel eluting with AcOEt/Hexane. Crystallization from AcOEt/Hexane gave the title compound (28.0 mg). The reactants are CC(NC(=O)OCc1ccccc1)C(=O)N1CCCCCCC1C(=O)O, CO. Product: CC(N)C(=O)N1CCCCCCC1C(=O)O. Reaction SMILES: [CH2:1]([O:2][C:3](=[O:4])[NH:11][CH:12]([CH3:13])[C:14](=[O:15])[N:16]1[CH:17]([C:24](=[O:25])[OH:26])[CH2:18][CH2:19][CH2:20][CH2:21][CH2:22][CH2:23]1)[c:5]1[cH:6][cH:7][cH:8][cH:9][cH:10]1.[CH3:27][OH:28]>>[NH2:11][CH:12]([CH3:13])[C:14](=[O:15])[N:16]1[CH:17]([C:24](=[O:25])[OH:26])[CH2:18][CH2:19][CH2:20][CH2:21][CH2:22][CH2:23]1.